From a dataset of the Open Reaction Database (ORD), a public repository of structured organic reaction records. describe an organic reaction: reactants, conditions, products, and yield Reaction SMILES: [CH2:29]([Sn:30]([CH2:31][CH2:32][CH2:33][CH3:39])([c:34]1[o:35][cH:36][cH:37][n:38]1)[CH2:40][CH2:41][CH2:42][CH3:43])[CH2:44][CH2:45][CH3:46].[CH2:47]1[O:48][CH2:49][CH2:50][O:51][CH2:52]1.[F:1][c:2]1[c:3](-[n:9]2[n:10][c:11](-[c:18]3[cH:19][cH:20][n:21][n:22]3-[c:23]3[cH:24][cH:25][cH:26][cH:27][cH:28]3)[c:12](=[O:17])[c:13]([O:15][CH3:16])[cH:14]2)[cH:4][cH:5][c:6]([I:8])[cH:7]1.[Na+:57].[O-:53][C:54]([OH:55])=[O:56]>>[F:1][c:2]1[c:3](-[n:9]2[n:10][c:11](-[c:18]3[cH:19][cH:20][n:21][n:22]3-[c:23]3[cH:24][cH:25][cH:26][cH:27][cH:28]3)[c:12](=[O:17])[c:13]([O:15][CH3:16])[cH:14]2)[cH:4][cH:5][c:6](-[c:34]2[o:35][cH:36][cH:37][n:38]2)[cH:7]1. The reactants are CCCC[Sn](CCCC)(CCCC)c1ncco1, C1COCCO1, COc1cn(-c2ccc(I)cc2F)nc(-c2ccnn2-c2ccccc2)c1=O, [Na+], O=C([O-])O. The product is COc1cn(-c2ccc(-c3ncco3)cc2F)nc(-c2ccnn2-c2ccccc2)c1=O.